Dataset: the Open Reaction Database (ORD), a public repository of structured organic reaction records. Task: describe an organic reaction: reactants, conditions, products, and yield Starting materials: FC=1C=C2C(=NC1)NC(=C2)\C(=C\C2CCOCC2)\C2=CC=C(C=C2)S(=O)(=O)C (5-fluoro-2-[(E)-1-(4-methanesulfonyl-phenyl)-2-(tetrahydro-pyran-4-yl)-vinyl]-1H-pyrrolo[2,3-b]pyridine). Reagents/catalysts: [Pd] (palladium on activated carbon). Run in CO (methanol). Reaction conditions: temperature 45 celsius. The product is FC=1C=C2C(=NC1)NC(=C2)C(CC2CCOCC2)C2=CC=C(C=C2)S(=O)(=O)C (5-fluoro-2-[1-(4-methanesulfonyl-phenyl)-2-(tetrahydro-pyran-4-yl)-ethyl]-1H-pyrrolo[2,3-b]pyridine). The yield is 59.6%. Reaction SMILES: [F:1][C:2]1[CH:3]=[C:4]2[CH:10]=[C:9](/[C:11](/[C:19]3[CH:24]=[CH:23][C:22]([S:25]([CH3:28])(=[O:27])=[O:26])=[CH:21][CH:20]=3)=[CH:12]/[CH:13]3[CH2:18][CH2:17][O:16][CH2:15][CH2:14]3)[NH:8][C:5]2=[N:6][CH:7]=1>[Pd].CO>[F:1][C:2]1[CH:3]=[C:4]2[CH:10]=[C:9]([CH:11]([C:19]3[CH:24]=[CH:23][C:22]([S:25]([CH3:28])(=[O:27])=[O:26])=[CH:21][CH:20]=3)[CH2:12][CH:13]3[CH2:18][CH2:17][O:16][CH2:15][CH2:14]3)[NH:8][C:5]2=[N:6][CH:7]=1. Reported procedure: A mixture of 5-fluoro-2-[(E)-1-(4-methanesulfonyl-phenyl)-2-(tetrahydro-pyran-4-yl)-vinyl]-1H-pyrrolo[2,3-b]pyridine (prepared as in Example 122, 300 mg, 0.75 mmol) and 10% palladium on activated carbon (0.2 g) in methanol (50 mL) was heated at 45° C. under hydrogen (50 psi) for 5 h. After cooling to room temperature, the catalyst was removed by filtration and washed with ethyl acetate. The filtrate was concentrated in vacuo. The residue was purified using a Waters automated flash system (column... The reactants are S1C(=CC2=C1SC=C2)C(=O)C2=CC=C(C=C2)C(C(=O)OCC)(C(=O)[O-])C (Ethyl 2-{4-(thieno[2,3-b]thien-2-yl)carbonyl-phenyl}-2-methyl-malonate). Solvent: [OH-].[Na+] (sodium hydroxide), C(C)O (ethanol), O (water). The product is S1C(=CC2=C1SC=C2)C(=O)C2=CC=C(C=C2)C(C(=O)O)C (2-{4-(thieno[2,3-b]thien-2-yl)carbonyl-phenyl}propionic acid). Yield: 74.7%. Reaction SMILES: [S:1]1[C:5]2[S:6][CH:7]=[CH:8][C:4]=2[CH:3]=[C:2]1[C:9]([C:11]1[CH:16]=[CH:15][C:14]([C:17](C)([C:23]([O-])=O)[C:18]([O:20]CC)=[O:19])=[CH:13][CH:12]=1)=[O:10]>[OH-].[Na+].C(O)C.O>[S:1]1[C:5]2[S:6][CH:7]=[CH:8][C:4]=2[CH:3]=[C:2]1[C:9]([C:11]1[CH:16]=[CH:15][C:14]([CH:17]([CH3:23])[C:18]([OH:20])=[O:19])=[CH:13][CH:12]=1)=[O:10] |f:1.2|. Procedure details: Ethyl 2-{4-(thieno[2,3-b]thien-2-yl)carbonyl-phenyl}-2-methyl-malonate (16.23 g) is suspended in a mixture of 5% (w/v) aqueous sodium hydroxide solution (90 cc) and ethanol (90 cc), and the suspension is heated at the boiling point for 3 hours. After cooling, the reaction mixture is diluted with distilled water (1000 cc), and then extracted three times with diethyl ether (total 600 cc). The aqueous phase is filtered off, acidified to pH 1 by the addition of a 5N aqueous hydrochloric acid solutio... Starting materials: COC(=O)C1=CN=C(O1)Cl (2-chloro-oxazole-5-carboxylic acid methyl ester), NC=1C=CC(=C(C1)NC(C)=O)C (N-(5-Amino-2-methyl-phenyl)-acetamide), [H-].[Na+] (NaH), ice water. Solvent: C1CCOC1 (THF), C1CCOC1 (THF), C1CCOC1 (THF). Run at time 30 minute. The product is COC(=O)C1=CN=C(O1)NC1=C(C=CC(=C1)N)C (2-(5-Amino-2-methyl-phenylamino)-oxazole-5-carboxylic acid methyl ester). Isolated yield 70.5%. As a reaction SMILES: [NH2:1][C:2]1[CH:3]=[CH:4][C:5]([CH3:12])=[C:6]([NH:8][C:9](=[O:11])C)[CH:7]=1.[H-].[Na+].[CH3:15][O:16][C:17]([C:19]1OC(Cl)=[N:21][CH:20]=1)=[O:18]>C1COCC1>[CH3:15][O:16][C:17]([C:19]1[O:11][C:9]([NH:8][C:6]2[CH:7]=[C:2]([NH2:1])[CH:3]=[CH:4][C:5]=2[CH3:12])=[N:21][CH:20]=1)=[O:18] |f:1.2|. Procedure details: A solution of N-(5-Amino-2-methyl-phenyl)-acetamide (0.51 g, 3.1 mmol) in THF (12 mL) was added to a suspension of NaH (186 mg, 4.65 mmol, 60% dispersion in mineral oil) in THF (12 mL) at 0° C. under an atmosphere of argon. The mixture was stirred for 30 min. at room temperature and cooled to 0° C. A solution of 2-chloro-oxazole-5-carboxylic acid methyl ester (0.5 g, 3.1 mmol) in THF (12 mL) was added dropwise to the mixture. After 30 min., at 0° C., the reaction was poured into ice water (30 mL...